Dataset: the Open Reaction Database (ORD), a public repository of structured organic reaction records. Task: describe an organic reaction: reactants, conditions, products, and yield The reactants are C(=O)=O (dry ice), C(CCC)[Li] (n-butyl lithium), CCOCC (Et2O), C(CCC)=C1CCCC=2OC=CC21 (4-n-butylidene-4,5,6,7-tetrahydrobenzo[b]furan), CCOCC (Et2O). Run in C(Cl)(Cl)(Cl)Cl (carbon tetrachloride). Run at time 1 hour. Product: C(CCC)=C1CCCC=2OC(=CC21)C(=O)O (4-n-butylidene-4,5,6,7-tetrahydrobenzo[b]-furan-2-carboxylic acid). As a reaction SMILES: C([Li])CCC.CCOCC.[CH:11](=[C:15]1[C:23]2[CH:22]=[CH:21][O:20][C:19]=2[CH2:18][CH2:17][CH2:16]1)[CH2:12][CH2:13][CH3:14].[C:24](=[O:26])=[O:25]>C(Cl)(Cl)(Cl)Cl>[CH:11](=[C:15]1[C:23]2[CH:22]=[C:21]([C:24]([OH:26])=[O:25])[O:20][C:19]=2[CH2:18][CH2:17][CH2:16]1)[CH2:12][CH2:13][CH3:14]. Procedure: To a mixture of 1.66 N n-butyl lithium (nBuLi) (328 m in n-hexane solution) and Et2O (100 ml) was added a mixture of 4-n-butylidene-4,5,6,7-tetrahydrobenzo[b]furan (9.60 g) and Et2O (50 ml) dropwise over 5 minutes while maintaining -30~-20° C. by dry ice--carbon tetrachloride (CCl4) cooling. The reaction mixture was stirred at r.t. for 1 hour, and was bubbled by carbon dioxide (CO2) gas for 1 hour. The whole mixture was stirred at r.t. overnight and poured into a mixture of water and Et2O. The s... Reactants: BrC1=CC(=C(C=C1)OCC1=CC=CC=C1)C(F)(F)F (4-bromo-2-trifluoromethyl-1-benzyloxybenzene), C(C)OC1=CC=C(C=C1)O (p-ethoxyphenol), C([O-])([O-])=O.[K+].[K+] (potassium carbonate), cuprous chloride, ice water, crude product, Cl (hydrochloric acid). The reagents and catalysts are [Cu] (copper). Reaction conditions: time 5 hour. The product is FC(C1=C(C=CC(=C1)OC1=CC=C(C=C1)OCC)OCC1=CC=CC=C1)(F)F (2-trifluoromethyl-4-(4-ethoxyphenoxy)-1-benzyloxybenzene). Yield: 41.8%. RXN SMILES: Br[C:2]1[CH:7]=[CH:6][C:5]([O:8][CH2:9][C:10]2[CH:15]=[CH:14][CH:13]=[CH:12][CH:11]=2)=[C:4]([C:16]([F:19])([F:18])[F:17])[CH:3]=1.[CH2:20]([O:22][C:23]1[CH:28]=[CH:27][C:26]([OH:29])=[CH:25][CH:24]=1)[CH3:21].C(=O)([O-])[O-].[K+].[K+].Cl>[Cu]>[F:17][C:16]([F:19])([F:18])[C:4]1[CH:3]=[C:2]([O:29][C:26]2[CH:27]=[CH:28][C:23]([O:22][CH2:20][CH3:21])=[CH:24][CH:25]=2)[CH:7]=[CH:6][C:5]=1[O:8][CH2:9][C:10]1[CH:15]=[CH:14][CH:13]=[CH:12][CH:11]=1 |f:2.3.4|. Procedure: Then, 5.10 g of 4-bromo-2-trifluoromethyl-1-benzyloxybenzene, 2.34 g of p-ethoxyphenol, 2.13 g of potassium carbonate, 100 mg of copper and 200 mg of cuprous chloride were charged into a reaction vessel, and stirred at 130° C. to 140° C. for 5 hours. The reaction solution was cooled to room temperature, poured into ice-water and then acidified by adding 10% hydrochloric acid. The solution was extracted twice with 100 ml of diethyl ether. Then, the ether layers were combined, washed with water, d... Conditions: temperature 140 celsius, time 18 hour. Reactants: BrC1=C2C=CNC2=C(C=C1)C (4-bromo-7-methyl-1H-indole), CN1CCCC1=O (NMP). The yield is 85.0%. Product: CC1=CC=C(C=2C=CNC12)C#N (7-methyl-1H-indole-4-carbonitrile). As a reaction SMILES: Br[C:2]1[CH:10]=[CH:9][C:8]([CH3:11])=[C:7]2[C:3]=1[CH:4]=[CH:5][NH:6]2.[CH3:12][N:13]1C(=O)CCC1>[C-]#N.[C-]#N.[Zn+2].[Zn].C1C=CC(/C=C/C(/C=C/C2C=CC=CC=2)=O)=CC=1.C1C=CC(/C=C/C(/C=C/C2C=CC=CC=2)=O)=CC=1.C1C=CC(/C=C/C(/C=C/C2C=CC=CC=2)=O)=CC=1.[Pd].[Pd].C1C=CC(P(C2C=CC=CC=2)[C-]2C=CC=C2)=CC=1.C1C=CC(P(C2C=CC=CC=2)[C-]2C=CC=C2)=CC=1.[Fe+2]>[CH3:11][C:8]1[C:7]2[NH:6][CH:5]=[CH:4][C:3]=2[C:2]([C:12]#[N:13])=[CH:10][CH:9]=1 |f:2.3.4,6.7.8.9.10,11.12.13|. The reagents and catalysts are [C-]#N.[C-]#N.[Zn+2] (Zn(CN)2), [Zn] (zinc), C=1C=CC(=CC1)/C=C/C(=O)/C=C/C2=CC=CC=C2.C=1C=CC(=CC1)/C=C/C(=O)/C=C/C2=CC=CC=C2.C=1C=CC(=CC1)/C=C/C(=O)/C=C/C2=CC=CC=C2.[Pd].[Pd] (Pd2(dba)3), C1=CC=C(C=C1)P([C-]2C=CC=C2)C3=CC=CC=C3.C1=CC=C(C=C1)P([C-]2C=CC=C2)C3=CC=CC=C3.[Fe+2] (dppf). Reported procedure: To a solution of 306 (300 mg, 1.43 mmol) in NMP (3 mL) under argon atmosphere were added Zn(CN)2 (167 mg, 1.43 mmol), zinc powder (18 mg, 0.28 mmol), Pd2(dba)3 (198 mg, 0.21 mmol), and dppf (237 mg, 0.42 mmol). After stirring at 140° C. for 18 h, the mixture was cooled and partitioned between ethyl EtOAc (200 mL) and water (50 mL). The organic layer was separated, washed with brine, dried (MgSO4), filtered, and evaporated in vacuo. The residue was purified by SiO2 chromatography eluting with 15%... The reactants are [Br-], c1ccc(COCCC[P+](c2ccccc2)(c2ccccc2)c2ccccc2)cc1, C1CCOC1, CC(C)(C)[O-], CCC(CC)n1cc(C=O)c(=O)c2cc(F)c(NC3CCCCC3)cc21, [Cl-], [K], [NH4+]. Yields the product CCC(CC)n1cc(C=CCCOCc2ccccc2)c(=O)c2cc(F)c(NC3CCCCC3)cc21. As a reaction SMILES: [Br-:1].[CH2:2]([c:3]1[cH:4][cH:5][cH:6][cH:7][cH:8]1)[O:9][CH2:10][CH2:11][CH2:12][P+:13]([c:14]1[cH:15][cH:16][cH:17][cH:18][cH:19]1)([c:20]1[cH:21][cH:22][cH:23][cH:24][cH:25]1)[c:26]1[cH:27][cH:28][cH:29][cH:30][cH:31]1.[CH2:66]1[O:67][CH2:68][CH2:69][CH2:70]1.[CH3:33][C:34]([CH3:35])([O-:36])[CH3:37].[CH:38]1([NH:44][c:45]2[c:46]([F:63])[cH:47][c:48]3[c:49](=[O:62])[c:50]([CH:60]=[O:61])[cH:51][n:52]([CH:55]([CH2:56][CH3:57])[CH2:58][CH3:59])[c:53]3[cH:54]2)[CH2:39][CH2:40][CH2:41][CH2:42][CH2:43]1.[Cl-:64].[K:32].[NH4+:65]>>[CH2:2]([c:3]1[cH:4][cH:5][cH:6][cH:7][cH:8]1)[O:9][CH2:10][CH2:11][CH:12]=[CH:60][c:50]1[c:49](=[O:62])[c:48]2[cH:47][c:46]([F:63])[c:45]([NH:44][CH:38]3[CH2:39][CH2:40][CH2:41][CH2:42][CH2:43]3)[cH:54][c:53]2[n:52]([CH:55]([CH2:56][CH3:57])[CH2:58][CH3:59])[cH:51]1. Reactants: C(C=C)OC(=O)NC1=CC=C(OCC(=O)O)C=C1 (4-(allyloxycarbonylamino)-phenoxyacetic acid), ClC(=C(C)C)N(C)C (1-chloro-1-dimethylamino-2-methylprop-1-ene), C(C=C)OC(C(=P(C1=CC=CC=C1)(C1=CC=CC=C1)C1=CC=CC=C1)N1C([C@@H]([C@H]1S)[C@@H](C)OC(=O)OCC=C)=O)=O (2-[(3S,4R)-3-[(1R)-1-allyloxycarbonyloxyethyl]-4-mercapto-2-oxo-azetidin-1-yl]-2-triphenylphosphoranylideneacetic acid allyl ester), CN(C)C1=NC=CC=C1 (dimethylaminopyridine). The reagents and catalysts are [Ag] (silver). Solvent: C(Cl)Cl (CH2Cl2), C(Cl)Cl (methylene chloride), N1=CC=CC=C1 (pyridine). Run at time 75 minute. Product: C(C=C)OC(C(=P(C1=CC=CC=C1)(C1=CC=CC=C1)C1=CC=CC=C1)N1C([C@@H]([C@H]1SC(COC1=CC=C(C=C1)NC(=O)OCC=C)=O)[C@@H](C)OC(=O)OCC=C)=O)=O (2-[(3S,4R)-3-[(1R)-1-allyloxycarbonyloxyethyl]-4-(4-allyloxycarbonylaminophenoxyacetylthio)-2-oxoazetidin-1-yl]-2-triphenylphosphoranylideneacetic acid allyl ester). As a reaction SMILES: [CH2:1]([O:4][C:5]([NH:7][C:8]1[CH:18]=[CH:17][C:11]([O:12][CH2:13][C:14]([OH:16])=O)=[CH:10][CH:9]=1)=[O:6])[CH:2]=[CH2:3].ClC(N(C)C)=C(C)C.[CH2:27]([O:30][C:31](=[O:67])[C:32]([N:52]1[C@H:55]([SH:56])[C@@H:54]([C@H:57]([O:59][C:60]([O:62][CH2:63][CH:64]=[CH2:65])=[O:61])[CH3:58])[C:53]1=[O:66])=[P:33]([C:46]1[CH:51]=[CH:50][CH:49]=[CH:48][CH:47]=1)([C:40]1[CH:45]=[CH:44][CH:43]=[CH:42][CH:41]=1)[C:34]1[CH:39]=[CH:38][CH:37]=[CH:36][CH:35]=1)[CH:28]=[CH2:29].CN(C1C=CC=CN=1)C>C(Cl)Cl.[Ag].N1C=CC=CC=1>[CH2:27]([O:30][C:31](=[O:67])[C:32]([N:52]1[C@H:55]([S:56][C:14](=[O:16])[CH2:13][O:12][C:11]2[CH:10]=[CH:9][C:8]([NH:7][C:5]([O:4][CH2:1][CH:2]=[CH2:3])=[O:6])=[CH:18][CH:17]=2)[C@@H:54]([C@H:57]([O:59][C:60]([O:62][CH2:63][CH:64]=[CH2:65])=[O:61])[CH3:58])[C:53]1=[O:66])=[P:33]([C:40]1[CH:41]=[CH:42][CH:43]=[CH:44][CH:45]=1)([C:46]1[CH:51]=[CH:50][CH:49]=[CH:48][CH:47]=1)[C:34]1[CH:39]=[CH:38][CH:37]=[CH:36][CH:35]=1)[CH:28]=[CH2:29]. Reported procedure: 1 g of 4-(allyloxycarbonylamino)-phenoxyacetic acid is suspended in 2 ml of CH2Cl2 and 0.6 ml of 1-chloro-1-dimethylamino-2-methylprop-1-ene is added thereto. The mixture is stirred for 75 minutes and is then added dropwise, over a period of 5 minutes, to a solution of 1.74 g of the silver salt of 2-[(3S,4R)-3-[(1R)-1-allyloxycarbonyloxyethyl]-4-mercapto-2-oxo-azetidin-1-yl]-2-triphenylphosphoranylideneacetic acid allyl ester, 50 mg of dimethylaminopyridine and 0.41 ml of pyridine in 30 ml of ab... Starting materials: BrC1=CC2=C(NC=N2)C=C1 (5-bromo-1H-benzo[d]imidazole), FC=1C=C(C=CC1B1OC(C(O1)(C)C)(C)C)C1=C(C=CC=C1)OC1=NC=CC=N1 (2-((3′-fluoro-4′-(4,4,5,5-tetramethyl-1,3,2-dioxaborolan-2-yl)-[1,1′-biphenyl]-2-yl)oxy)pyrimidine). Yields the product FC=1C=C(C=CC1C1=CC2=C(NC=N2)C=C1)C1=C(C=CC=C1)OC1=NC=CC=N1 (5-[3-Fluoro-2′-(pyrimidin-2-yloxy)biphenyl-4-yl]-1H-benzimidazole). Reaction SMILES: Br[C:2]1[CH:10]=[CH:9][C:5]2[NH:6][CH:7]=[N:8][C:4]=2[CH:3]=1.[F:11][C:12]1[CH:13]=[C:14]([C:27]2[CH:32]=[CH:31][CH:30]=[CH:29][C:28]=2[O:33][C:34]2[N:39]=[CH:38][CH:37]=[CH:36][N:35]=2)[CH:15]=[CH:16][C:17]=1B1OC(C)(C)C(C)(C)O1>>[F:11][C:12]1[CH:13]=[C:14]([C:27]2[CH:32]=[CH:31][CH:30]=[CH:29][C:28]=2[O:33][C:34]2[N:35]=[CH:36][CH:37]=[CH:38][N:39]=2)[CH:15]=[CH:16][C:17]=1[C:2]1[CH:10]=[CH:9][C:5]2[NH:6][CH:7]=[N:8][C:4]=2[CH:3]=1. Procedure details: The title compound was prepared in a manner similar to that described in Example 88 using 5-bromo-1H-benzo[d]imidazole and 2-((3′-fluoro-4′-(4,4,5,5-tetramethyl-1,3,2-dioxaborolan-2-yl)-[1,1′-biphenyl]-2-yl)oxy)pyrimidine. MS (ESI): mass calcd. for C23H15FN4O, 382.12; m/z found, 383.1 [M+H]+. 1H NMR (500 MHz, CD3OD) δ 9.31 (s, 1H), 8.52-8.45 (d, J=4.9, 2H), 7.95 (s, 1H), 7.92-7.87 (d, J=8.6, 1H), 7.79-7.70 (d, J=8.6, 1H), 7.59-7.55 (dd, J=7.7, 1.7, 1H), 7.55-7.47 (m, 2H), 7.45-7.39 (m, 2H), 7.38... The solvent is CN(C)C=O (DMF). Reported procedure: In a manner analogous to that of example 1(b), 8-bromo-octanoic acid benzyloxy-amide (example 1(a); 0.3 g, 1.1 mmol) was reacted with 6,7-dimethoxy-1-phenyl-1,2,3,4-tetrahydroisoquinoline hydrochloride (0.32 g, 1 mmol) in the presence of potassium carbonate (0.14 g, 1 mmol) and DMF as solvent to give 8-(6,7-dimethoxy-1-phenyl-3,4-dihydro-1H-isoquinolin-2-yl)-octanoic acid benzyloxyamide as an amorphous solid (yield 0.12 g, 23%; purified by column chromatography using silica gel and ethyl acetate... Reaction SMILES: [CH2:1]([O:8][NH:9][C:10](=[O:19])[CH2:11][CH2:12][CH2:13][CH2:14][CH2:15][CH2:16][CH2:17]Br)[C:2]1[CH:7]=[CH:6][CH:5]=[CH:4][CH:3]=1.Cl.[CH3:21][O:22][C:23]1[CH:24]=[C:25]2[C:30](=[CH:31][C:32]=1[O:33][CH3:34])[CH:29]([C:35]1[CH:40]=[CH:39][CH:38]=[CH:37][CH:36]=1)[NH:28][CH2:27][CH2:26]2.C(=O)([O-])[O-].[K+].[K+]>CN(C=O)C>[CH2:1]([O:8][NH:9][C:10](=[O:19])[CH2:11][CH2:12][CH2:13][CH2:14][CH2:15][CH2:16][CH2:17][N:28]1[CH2:27][CH2:26][C:25]2[C:30](=[CH:31][C:32]([O:33][CH3:34])=[C:23]([O:22][CH3:21])[CH:24]=2)[CH:29]1[C:35]1[CH:40]=[CH:39][CH:38]=[CH:37][CH:36]=1)[C:2]1[CH:7]=[CH:6][CH:5]=[CH:4][CH:3]=1 |f:1.2,3.4.5|. The reactants are C(C1=CC=CC=C1)ONC(CCCCCCCBr)=O (8-bromo-octanoic acid benzyloxy-amide), Cl.COC=1C=C2CCNC(C2=CC1OC)C1=CC=CC=C1 (6,7-dimethoxy-1-phenyl-1,2,3,4-tetrahydroisoquinoline hydrochloride), C([O-])([O-])=O.[K+].[K+] (potassium carbonate). The product is C(C1=CC=CC=C1)ONC(CCCCCCCN1C(C2=CC(=C(C=C2CC1)OC)OC)C1=CC=CC=C1)=O (8-(6,7-dimethoxy-1-phenyl-3,4-dihydro-1H-isoquinolin-2-yl)-octanoic acid benzyloxyamide). Reactants: [Al+3], C1CCOC1, COc1ccc(CN2Cc3ccc(C(=O)N4CCOCC4)cc3C2)c(OC)c1, [H-], [H-], [H-], [H-], [Li+]. Product: COc1ccc(CN2Cc3ccc(CN4CCOCC4)cc3C2)c(OC)c1. RXN SMILES: [Al+3:30].[CH2:35]1[O:36][CH2:37][CH2:38][CH2:39]1.[CH3:1][O:2][c:3]1[c:4]([CH2:5][N:6]2[CH2:7][c:8]3[cH:9][cH:10][c:11]([C:15](=[O:16])[N:17]4[CH2:18][CH2:19][O:20][CH2:21][CH2:22]4)[cH:12][c:13]3[CH2:14]2)[cH:23][cH:24][c:25]([O:27][CH3:28])[cH:26]1.[H-:29].[H-:32].[H-:33].[H-:34].[Li+:31]>>[CH3:1][O:2][c:3]1[c:4]([CH2:5][N:6]2[CH2:7][c:8]3[cH:9][cH:10][c:11]([CH2:15][N:17]4[CH2:18][CH2:19][O:20][CH2:21][CH2:22]4)[cH:12][c:13]3[CH2:14]2)[cH:23][cH:24][c:25]([O:27][CH3:28])[cH:26]1.